The task is: describe an organic reaction: reactants, conditions, products, and yield. This data is from the Open Reaction Database (ORD), a public repository of structured organic reaction records. The reactants are O=C([O-])O, C1CCOC1, CC(C)(C)[O-], COc1cc2c(cc1C=O)NC(=O)CC2, COS(=O)(=O)OC, [K+], [Na+]. Yields the product COc1cc2c(cc1C=O)N(C)C(=O)CC2. As a reaction SMILES: [C:34](=[O:35])([OH:36])[O-:37].[CH2:29]1[O:30][CH2:31][CH2:32][CH2:33]1.[CH3:16][C:17]([CH3:18])([O-:19])[CH3:20].[CH3:1][O:2][c:3]1[cH:4][c:5]2[c:10]([cH:11][c:12]1[CH:13]=[O:14])[NH:9][C:8](=[O:15])[CH2:7][CH2:6]2.[CH3:22][O:23][S:24]([O:25][CH3:26])(=[O:27])=[O:28].[K+:21].[Na+:38]>>[CH3:1][O:2][c:3]1[cH:4][c:5]2[c:10]([cH:11][c:12]1[CH:13]=[O:14])[N:9]([CH3:16])[C:8](=[O:15])[CH2:7][CH2:6]2. The reactants are NN1C(C2=CC=CC=C2C(=N1)N1CCOCC1)=O (2-amino-4-morpholinophthalazin-1(2H)-one), FC1=CC=C(C=C1)CC(=O)O (2-(4-fluorophenyl)acetic acid). Yields the product FC1=CC=C(C=C1)CC(=O)NN1C(C2=CC=CC=C2C(=N1)N1CCOCC1)=O (2-(4-fluorophenyl)-N-[4-(morpholin-4-yl)-1-oxophthalazin-2(1H)-yl]acetamide). As a reaction SMILES: [NH2:1][N:2]1[N:11]=[C:10]([N:12]2[CH2:17][CH2:16][O:15][CH2:14][CH2:13]2)[C:9]2[C:4](=[CH:5][CH:6]=[CH:7][CH:8]=2)[C:3]1=[O:18].[F:19][C:20]1[CH:25]=[CH:24][C:23]([CH2:26][C:27](O)=[O:28])=[CH:22][CH:21]=1>>[F:19][C:20]1[CH:25]=[CH:24][C:23]([CH2:26][C:27]([NH:1][N:2]2[N:11]=[C:10]([N:12]3[CH2:17][CH2:16][O:15][CH2:14][CH2:13]3)[C:9]3[C:4](=[CH:5][CH:6]=[CH:7][CH:8]=3)[C:3]2=[O:18])=[O:28])=[CH:22][CH:21]=1. Procedure details: The product of Example 1B and 2-(4-fluorophenyl)acetic acid were treated using a method similar to that described in Example 111 to give the title compound. 1H NMR (500 MHz, DMSO-d6/Deuterium Oxide) δ ppm 8.30 (dd, J=7.9, 1.3 Hz, 1H), 8.02-8.05 (m, 1H), 7.97-8.01 (m, 1H), 7.91 (td, J=7.5, 1.3 Hz, 1H), 7.40-7.43 (m, 2H), 7.16-7.20 (m, 2H), 3.78-3.83 (m, 4H), 3.70 (s, 2H), 3.04-3.13 (m, 4H); MS (ESI−) M/Z 381 (M−H)−. Starting materials: [Si](C)(C)(C(C)(C)C)O[C@H]1C[C@@H](CC2=CC=C3[C@@H]4CC=C([C@H](C)SC(=O)OC5=CC=CC=C5)[C@]4(CC[C@@H]3[C@@]12C)C)O (1α-(tert-butyldimethylsilyloxy)-3β-hydroxy-20(S)-phenoxycarbonylthiopregna-5,7,16-triene), BrCCCCC(C)(O)C (6-bromo-2-methyl-2-hexanol), O1CCCC1 (tetrahydrofuran), [OH-].[K+] (KOH). Run in CO (methanol). Yields the product [Si](C)(C)(C(C)(C)C)O[C@H]1C[C@@H](CC2=CC=C3[C@@H]4CC=C([C@H](C)SCCCCC(C)(C)O)[C@]4(CC[C@@H]3[C@@]12C)C)O (1α-(tert-Butyldimethylsilyloxy)-3β-hydroxy-20(S)-(5-hydroxy-5-methyihexylthio)pregna-5,7,16-triene). Yield: 106.8%. RXN SMILES: [Si:1]([O:8][C@@H:9]1[C@@:37]2([CH3:38])[C:13](=[CH:14][CH:15]=[C:16]3[C@@H:36]2[CH2:35][CH2:34][C@@:33]2([CH3:39])[C@H:17]3[CH2:18][CH:19]=[C:20]2[C@@H:21]([S:23]C(OC2C=CC=CC=2)=O)[CH3:22])[CH2:12][C@@H:11]([OH:40])[CH2:10]1)([C:4]([CH3:7])([CH3:6])[CH3:5])([CH3:3])[CH3:2].Br[CH2:42][CH2:43][CH2:44][CH2:45][C:46]([CH3:49])([OH:48])[CH3:47].O1CCCC1.[OH-].[K+]>CO>[Si:1]([O:8][C@@H:9]1[C@@:37]2([CH3:38])[C:13](=[CH:14][CH:15]=[C:16]3[C@@H:36]2[CH2:35][CH2:34][C@@:33]2([CH3:39])[C@H:17]3[CH2:18][CH:19]=[C:20]2[C@@H:21]([S:23][CH2:42][CH2:43][CH2:44][CH2:45][C:46]([OH:48])([CH3:49])[CH3:47])[CH3:22])[CH2:12][C@@H:11]([OH:40])[CH2:10]1)([C:4]([CH3:7])([CH3:5])[CH3:6])([CH3:2])[CH3:3] |f:3.4|. Procedure details: Under the same conditions as in Example 3, 1α-(tert-butyldimethylsilyloxy)-3β-hydroxy-20(S)-phenoxycarbonylthiopregna-5,7,16-triene (82.6 mg, 0.142 mmol), 6-bromo-2-methyl-2-hexanol (139 mg, 0.710 mmol), tetrahydrofuran (1 ml) and 1M KOH solution in methanol (1 ml) were reacted and worked up, and then the residue was purified by preparative thin layer chromatography (0.5 mm×2, dichloromethane:ethyl acetate=8:1, developed once) to give 87.2 mg of a product, which was directly used in the subseque... The reactants are CC1=CC=C(C=C1)C1=C(C=NO1)C(=O)Cl (5-(4-methylphenyl)isoxazole-4-carbonyl chloride), C(C1=CC=CC=C1)C1(CCNCC1)O (4-benzylpiperidin-4-ol). Solvent: ClCCl (dichloromethane). Run at time 1 hour. Product: C(C1=CC=CC=C1)C1(CCN(CC1)C(=O)C=1C=NOC1C1=CC=C(C=C1)C)O (4-Benzyl-1-{[5-(4-methylphenyl)isoxazol-4-yl]carbonyl}piperidin-4-ol). RXN SMILES: [CH3:1][C:2]1[CH:7]=[CH:6][C:5]([C:8]2[O:12][N:11]=[CH:10][C:9]=2[C:13](Cl)=[O:14])=[CH:4][CH:3]=1.[CH2:16]([C:23]1([OH:29])[CH2:28][CH2:27][NH:26][CH2:25][CH2:24]1)[C:17]1[CH:22]=[CH:21][CH:20]=[CH:19][CH:18]=1>ClCCl>[CH2:16]([C:23]1([OH:29])[CH2:28][CH2:27][N:26]([C:13]([C:9]2[CH:10]=[N:11][O:12][C:8]=2[C:5]2[CH:6]=[CH:7][C:2]([CH3:1])=[CH:3][CH:4]=2)=[O:14])[CH2:25][CH2:24]1)[C:17]1[CH:18]=[CH:19][CH:20]=[CH:21][CH:22]=1. Procedure: To 5-(4-methylphenyl)isoxazole-4-carbonyl chloride (10 mg, 0.045 mmol) in dichloromethane (1 mL) was added 4-benzylpiperidin-4-ol (9.5 mg, 0.050 mmol, 1.1 eq.), and the reaction mixture was stirred for 1 h. The solvent was removed, and the residue was purified by preparative reverse-phase HPLC to give the title compound. HRMS (ESI, pos. ion) m/z calcd for C23H24N2O3: 376.1787, found 376.1790. Starting materials: C(\C=C\C)#N ((E)-but-2-enenitrile), C(C)(C)(C)OC(NC1CCNCC1)=O (piperidin-4-yl-carbamic acid tert-butyl ester). The reagents and catalysts are C(C)N(CC)CC (triethylamine). Solvent: C(C)O (ethanol). Run at temperature 60 celsius. Yields the product C(C)(C)(C)OC(NC1CCN(CC1)C(CC#N)C)=O ([1-(2-cyano-1-methyl-ethyl)-piperidin-4-yl]-carbamic acid tert-butyl ester). Reaction SMILES: [C:1](#[N:5])/[CH:2]=[CH:3]/[CH3:4].[C:6]([O:10][C:11](=[O:19])[NH:12][CH:13]1[CH2:18][CH2:17][NH:16][CH2:15][CH2:14]1)([CH3:9])([CH3:8])[CH3:7]>C(N(CC)CC)C.C(O)C>[C:6]([O:10][C:11](=[O:19])[NH:12][CH:13]1[CH2:18][CH2:17][N:16]([CH:3]([CH3:4])[CH2:2][C:1]#[N:5])[CH2:15][CH2:14]1)([CH3:9])([CH3:7])[CH3:8]. Reported procedure: (E)-but-2-enenitrile (4.5 ml, 55.0 mmol) and triethylamine (2 drops) were added sequentially to a solution of piperidin-4-yl-carbamic acid tert-butyl ester (10 g, 50.0 mmol) in ethanol (120 ml) at 25° C. The reaction mixture was stirred at 60° C. for 1 week, then was cooled to 25° C. and concentrated under reduced pressure to afford crude [1-(2-cyano-1-methyl-ethyl)-piperidin-4-yl]-carbamic acid tert-butyl ester as tan oil. 1H NMR (400 MHz, CDCl3) δ 4.48 (s, 1H), 3.42 (s, 1H), 3.09-2.95 (m, 1H),...